describe an organic reaction: reactants, conditions, products, and yield From a dataset of the Open Reaction Database (ORD), a public repository of structured organic reaction records. Reactants: [N-]=[N+]=[N-].[Na+] (sodium azide), FC1=C(C#N)C=CC(=C1)Br (2-Fluoro-4-bromobenzonitrile), CCOC(=O)C.O (EtOAc H2O). The reagents and catalysts are [Cl-].[Zn+2].[Cl-] (Zinc chloride). Run in CCO (EtOH). The product is BrC1=CC(=C(C=C1)C1=NN=NN1)F (5-(4-bromo-2-fluorophenyl)-1H-tetrazole). The yield is 32.9%. As a reaction SMILES: [F:1][C:2]1[CH:9]=[C:8]([Br:10])[CH:7]=[CH:6][C:3]=1[C:4]#[N:5].[N-:11]=[N+:12]=[N-:13].[Na+].CCOC(C)=O.O>CCO.[Cl-].[Zn+2].[Cl-]>[Br:10][C:8]1[CH:7]=[CH:6][C:3]([C:4]2[NH:13][N:12]=[N:11][N:5]=2)=[C:2]([F:1])[CH:9]=1 |f:1.2,3.4,6.7.8|. Procedure: 2-Fluoro-4-bromobenzonitrile (300 mg, 1.5 mmol) dissolved in EtOH, added sodium azide (320 mg, 4.9 mmol), Zinc chloride (240 mg, 1.8 mmol). This mixture was stirred refluxed for 38 h. Work up (EtOAc/H2O) afforded the crude. Crude was washed with petether to obtain the titled compound (120 mg) as a white solid. 1H-NMR (δ ppm, DMSO-d6, 400 MHz): 7.89-7.79 (m, 1H), 7.59 (dd, J 1.6, 10.04, 1H), 7.45 (dd, J 1.8, 8.3, 1H).